describe an organic reaction: reactants, conditions, products, and yield From a dataset of the Open Reaction Database (ORD), a public repository of structured organic reaction records. The reactants are C(C)(C)N(CC)C(C)C (diisopropylethylamine), C(=O)(OC(C)(C)C)N1C[C@H](OCC1)CC1=CC(=C(C=C1)O)Cl (N-BOC-(R)-2-(3-chloro-4-hydroxybenzyl)morpholine), intermediate ( a ), C([O-])([O-])=O.[K+].[K+] (potassium carbonate), ICC (iodoethane), C([O-])([O-])=O (carbonate), C1(=CC=CC=C1)S (thiophenol). Solvent: CC(=O)C (acetone). Conditions: temperature 55 celsius, time 16 hour. The product is ClC=1C=C(C[C@@H]2CNCCO2)C=CC1OCC ((R)-2-(3-chloro-4-ethoxybenzyl)morpholine), example 28. RXN SMILES: C([N:8]1[CH2:13][CH2:12][O:11][C@H:10]([CH2:14][C:15]2[CH:20]=[CH:19][C:18]([OH:21])=[C:17]([Cl:22])[CH:16]=2)[CH2:9]1)(OC(C)(C)C)=O.C(=O)([O-])[O-].[K+].[K+].I[CH2:30][CH3:31].C1(S)C=CC=CC=1.C(=O)([O-])[O-].C(N(C(C)C)CC)(C)C>CC(C)=O>[Cl:22][C:17]1[CH:16]=[C:15]([CH:20]=[CH:19][C:18]=1[O:21][CH2:30][CH3:31])[CH2:14][C@H:10]1[O:11][CH2:12][CH2:13][NH:8][CH2:9]1 |f:1.2.3|. Reported procedure: N-BOC-(R)-2-(3-chloro-4-hydroxybenzyl)morpholine, example 7, intermediate (a) (52 mg, 0.16 mmol), was dissolved in acetone (1.5 mL) with potassium carbonate (44 mg, 0.32 mmol) and iodoethane (38 uL, 0.47 mmol) added in one portion. The reaction was then heated to 55° C. and shaken at that temperature for 16 hrs. The reaction mixture was filtered, washing with acetone (1 mL×2) and the liquor evaporated under a high flow of nitrogen. The residue was dissolved in tetrahydrofuran: ethanol (1:1, 4 mL...